This data is from the Open Reaction Database (ORD), a public repository of structured organic reaction records. The task is: describe an organic reaction: reactants, conditions, products, and yield Reactants: C(#N)C1(CCC(CC1)=O)C1=CC(=C(C=C1)OC)OC1CCCC1 (4-cyano-4-(3-cyclopentyloxy-4-methoxyphenyl)cyclohexan-1-one), CC(C)([O-])C.[K+] (potassium t-butoxide), 0.5h, S(=O)(=O)(OC)OC (dimethyl sulfate), [Cl-].[NH4+] (ammonium chloride). Run in CN(C=O)C (dimethylformamide). Run at time 5 minute. Yields the product C(#N)C1(CC=C(CC1)OC)C1=CC(=C(C=C1)OC)OC1CCCC1 (4-Cyano-4-(3-cyclopentyloxy,4-methoxyphenyl)-1-methoxycyclohex-1-ene). Yield: 19.1%. RXN SMILES: [C:1]([C:3]1([C:10]2[CH:15]=[CH:14][C:13]([O:16][CH3:17])=[C:12]([O:18][CH:19]3[CH2:23][CH2:22][CH2:21][CH2:20]3)[CH:11]=2)[CH2:8][CH2:7][C:6](=[O:9])[CH2:5][CH2:4]1)#[N:2].[CH3:24]C(C)([O-])C.[K+].S(OC)(OC)(=O)=O.[Cl-].[NH4+]>CN(C)C=O>[C:1]([C:3]1([C:10]2[CH:15]=[CH:14][C:13]([O:16][CH3:17])=[C:12]([O:18][CH:19]3[CH2:23][CH2:22][CH2:21][CH2:20]3)[CH:11]=2)[CH2:8][CH2:7][C:6]([O:9][CH3:24])=[CH:5][CH2:4]1)#[N:2] |f:1.2,4.5|. Reported procedure: To a solution of 4-cyano-4-(3-cyclopentyloxy-4-methoxyphenyl)cyclohexan-1-one (0.3 g, 0.96 mmol) in dimethylformamide (3 mL) at 0° C. under an argon atmosphere was added potassium t-butoxide (0.11 g, 0.96 retool) and, 0.5h later, dimethyl sulfate (0.09 mL, 0.96 mmol). After 5 min, ammonium chloride was added, the mixture was extracted three times with ether, the organic extract was washed three times with water, once with brine, was dried (magnesium sulfate) and evaporated. Purification by flash... The reactants are P12(=S)SP3(=S)SP(=S)(S1)SP(=S)(S2)S3 (P2S5), pyridine leads, C(C)N(C1CC(C(CC1C)C1=CC=C2C3=C1C(=NC3=CC=C2)S)C(C)C)CC (6-diethylaminomenthylbenz(cd)indol-2-thiol), N1(C=NC=C1)CCCN (3-(1H-imidazol-1yl)propanamine), mercuric acetate. Run in C(C)O (ethanol). Yields the product C(C)N(C1CC(C(CC1C)C1=CC=C2C3=C1C(=NC3=CC=C2)NCCCN2C=NC=C2)C(C)C)CC (6-Diethylaminomenthyl-N-(3-(1H-imidazol-1-yl)propyl)benz(cd)indol-2-amine). Reaction SMILES: P12(SP3(SP(SP(S3)(S1)=S)(=S)S2)=S)=S.[CH2:15]([N:17]([CH2:41][CH3:42])[CH:18]1[CH:23]([CH3:24])[CH2:22][CH:21]([C:25]2[C:30]3[C:31](S)=[N:32][C:33]4=[CH:34][CH:35]=[CH:36][C:28]([C:29]=34)=[CH:27][CH:26]=2)[CH:20]([CH:38]([CH3:40])[CH3:39])[CH2:19]1)[CH3:16].[N:43]1([CH2:48][CH2:49][CH2:50][NH2:51])[CH:47]=[CH:46][N:45]=[CH:44]1>C(O)C>[CH2:15]([N:17]([CH2:41][CH3:42])[CH:18]1[CH:23]([CH3:24])[CH2:22][CH:21]([C:25]2[C:30]3[C:31]([NH:51][CH2:50][CH2:49][CH2:48][N:43]4[CH:47]=[CH:46][N:45]=[CH:44]4)=[N:32][C:33]4=[CH:34][CH:35]=[CH:36][C:28]([C:29]=34)=[CH:27][CH:26]=2)[CH:20]([CH:38]([CH3:40])[CH3:39])[CH2:19]1)[CH3:16]. Procedure: 6-Bromobenz(cd)indol-2-(1H)-one is treated with ethyl chloroformate in alkaline solution to yield the N-carbethoxy derivative. Successive reactions with magnesium, formaldehyde, and 48% hydrobromic acid leads to 6-bromomethylbenz(cd)indol-2(1H)-one, which on treatment with diethylamine yields the 6-diethylaminomethyl derivative. Treatment with P2S5 in refluxing pyridine leads to 6-diethylaminomenthylbenz(cd)indol-2-thiol, which on reaction with molar equivalents of 3-(1H-imidazol-1yl)propanamine... Yield: 23.9%. Solvent: C(C)#N (acetonitrile). The product is COC1=NC(=NC(=C1)C)N(C(=O)NS(=O)(=O)C1=C(C=CC=C1Cl)Cl)C (N-[N-(4-methoxy-6-methylpyrmidine-2-yl)-N-methylaminocarbonyl]-2,6-dichlorobenzenesulfonamide). RXN SMILES: [CH3:1][O:2][C:3]1[CH:8]=[C:7]([CH3:9])[N:6]=[C:5]([NH:10][CH3:11])[N:4]=1.N12CCN(CC1)CC2.[Cl:20][C:21]1[CH:26]=[CH:25][CH:24]=[C:23]([Cl:27])[C:22]=1[S:28]([N:31]=[C:32]=[O:33])(=[O:30])=[O:29]>C(#N)C>[CH3:1][O:2][C:3]1[CH:8]=[C:7]([CH3:9])[N:6]=[C:5]([N:10]([CH3:11])[C:32]([NH:31][S:28]([C:22]2[C:23]([Cl:27])=[CH:24][CH:25]=[CH:26][C:21]=2[Cl:20])(=[O:29])=[O:30])=[O:33])[N:4]=1. Conditions: time 16 hour. The reactants are COC1=NC(=NC(=C1)C)NC (4-methoxy-6-methyl-2-methylaminopyrimidine), N12CCN(CC1)CC2 (1,4-diazabicyclo[2.2.2]octane), ClC1=C(C(=CC=C1)Cl)S(=O)(=O)N=C=O (2,6-dichlorobenzenesulfonyl isocyanate). Reported procedure: To 0.8 g of 4-methoxy-6-methyl-2-methylaminopyrimidine in 25 ml of dry acetonitrile containing a few crystals of 1,4-diazabicyclo[2.2.2]octane was added 1.3 g of 2,6-dichlorobenzenesulfonyl isocyanate. The mixture was stirred at ambient temperature for 16 hours and the resultant solution was evaporated leaving a white solid. Trituration with 1-chlorobutane followed by filtration afforded 0.5 g of N-[N-(4-methoxy-6-methylpyrmidine-2-yl)-N-methylaminocarbonyl]-2,6-dichlorobenzenesulfonamide meltin... Reactants: Cl (hydrochloric acid), OC1=C(C=C(C=C1[N+](=O)[O-])\C=C(/C#N)\C=1C=NC(=CC1)C(F)(F)F)OC ((Z)-3-(4-hydroxy-3-methoxy-5-nitrophenyl)-2-(6-(trifluoromethyl)pyridin-3-yl)acrylonitrile), N1=CC=CC=C1 (pyridine), [Cl-].[Al+3].[Cl-].[Cl-] (aluminium chloride). The solvent is ClCCCl (1,2-dichloroethane). Run at temperature 80 celsius, time 2 hour. Product: OC=1C=C(C=C(C1O)[N+](=O)[O-])\C=C(/C#N)\C=1C=NC(=CC1)C(F)(F)F ((Z)-3-(3,4-dihydroxy-5-nitrophenyl)-2-(6-(trifluoromethyl)pyridin-3-yl)acrylonitrile). As a reaction SMILES: [OH:1][C:2]1[C:7]([N+:8]([O-:10])=[O:9])=[CH:6][C:5](/[CH:11]=[C:12](/[C:15]2[CH:16]=[N:17][C:18]([C:21]([F:24])([F:23])[F:22])=[CH:19][CH:20]=2)\[C:13]#[N:14])=[CH:4][C:3]=1[O:25]C.[Cl-].[Al+3].[Cl-].[Cl-].N1C=CC=CC=1.Cl>ClCCCl>[OH:25][C:3]1[CH:4]=[C:5](/[CH:11]=[C:12](/[C:15]2[CH:16]=[N:17][C:18]([C:21]([F:24])([F:22])[F:23])=[CH:19][CH:20]=2)\[C:13]#[N:14])[CH:6]=[C:7]([N+:8]([O-:10])=[O:9])[C:2]=1[OH:1] |f:1.2.3.4|. Procedure details: To a stirred solution of (Z)-3-(4-hydroxy-3-methoxy-5-nitrophenyl)-2-(6-(trifluoromethyl)pyridin-3-yl)acrylonitrile (0.526 g, 1.44 mmol) in 1,2-dichloroethane (10 mL) cooled in an ice-water bath was added aluminium chloride (0.24 g, 1.80 mmol) in one portion followed by pyridine (0.46 g, 5.77 mmol) dropwise. The resulting red suspension was stirred at 80° C. for two hours, then cooled to room temperature and poured onto cold 2 N aqueous hydrochloric acid (100 mL). The precipitate was filtered of... Reactants: N#Cc1ccc(OCCCC2CCN(C(=O)[O-])CC2)cc1F, ClCCl, O=C(O)C(F)(F)F. The product is N#Cc1ccc(OCCCC2CCNCC2)cc1F. Reaction SMILES: [C:1](#[N:2])[c:3]1[c:4]([F:22])[cH:5][c:6]([O:7][CH2:8][CH2:9][CH2:10][CH:11]2[CH2:12][CH2:13][N:14]([C:17]([O-:18])=[O:19])[CH2:15][CH2:16]2)[cH:20][cH:21]1.[CH2:30]([Cl:31])[Cl:32].[OH:23][C:24]([C:25]([F:26])([F:27])[F:28])=[O:29]>>[C:1](#[N:2])[c:3]1[c:4]([F:22])[cH:5][c:6]([O:7][CH2:8][CH2:9][CH2:10][CH:11]2[CH2:12][CH2:13][NH:14][CH2:15][CH2:16]2)[cH:20][cH:21]1.